This data is from the Open Reaction Database (ORD), a public repository of structured organic reaction records. The task is: describe an organic reaction: reactants, conditions, products, and yield Starting materials: C(C)(C)(C)C=1C=CC=2C=3C(C(=NC2C1C(C)(C)C)N(C(=O)[O-])C(=O)[O-])=NN(C3C)CC (di(tert-butyl)2-ethyl-1-methyl-2H-pyrazolo[3,4-c]quinolin-4-ylimidodicarbonate), C1(CCC1)=O (cyclobutanone), C(C)(C)(C)C=1C=CC=2C=3C(C(=NC2C1C(C)(C)C)N(C(=O)[O-])C(=O)[O-])=NN(C3C)CCC (di(tert-butyl)1-methyl-2-propyl-2H-pyrazolo[3,4-c]quinolin-4-ylimidodicabonate), C1(CCCCC1)=O (cyclohexanone). Yields the product NC1=NC=2C=CC=CC2C=2C1=NN(C2CC2(CCCCC2)O)CC (1-[(4-amino-2-ethyl-2H-pyrazolo[3,4-c]quinolin-1-yl)methyl]cyclohexanol). Reaction SMILES: C([C:5]1[CH:6]=[CH:7][C:8]2[C:9]3[C:10](=[N:26][N:27]([CH2:30][CH3:31])[C:28]=3[CH3:29])[C:11]([N:19](C([O-])=O)C([O-])=O)=[N:12][C:13]=2[C:14]=1C(C)(C)C)(C)(C)C.C(C1C=CC2C3C(=NN(CCC)C=3C)C(N(C([O-])=O)C([O-])=O)=NC=2C=1C(C)(C)C)(C)(C)C.[C:64]1(=[O:70])[CH2:69][CH2:68][CH2:67][CH2:66][CH2:65]1.C1(=O)CCC1>>[NH2:19][C:11]1[C:10]2=[N:26][N:27]([CH2:30][CH3:31])[C:28]([CH2:29][C:64]3([OH:70])[CH2:69][CH2:68][CH2:67][CH2:66][CH2:65]3)=[C:9]2[C:8]2[CH:7]=[CH:6][CH:5]=[CH:14][C:13]=2[N:12]=1. Procedure details: 1-[(4-Amino-2-ethyl-2H-pyrazolo[3,4-c]quinolin-1-yl)methyl]cyclohexanol was prepared according to the method of Example 1 Part F using di(tert-butyl)2-ethyl-1-methyl-2H-pyrazolo[3,4-c]quinolin-4-ylimidodicarbonate in lieu of di(tert-butyl)1-methyl-2-propyl-2H-pyrazolo[3,4-c]quinolin-4-ylimidodicabonate and cyclohexanone in lieu of cyclobutanone. The crude product was recrystallized from acetonitrile to provide 0.560 g of 1-[(4-amino-2-ethyl-2H-pyrazolo[3,4-c]quinolin-1-yl)methyl]cyclohexanol as ... The reactants are C(C)(=S)O (thioacetic acid), C(\C=C\C)(=O)O (crotonic acid), C(C1=CC=CC=C1)(=O)OOC(C1=CC=CC=C1)=O (benzoyl peroxide). The solvent is O1CCOCC1 (dioxane). The product is C(C)(=O)SC(CC(=O)O)C (3-acetylmercapto-butyric acid). Yield: 92.0%. RXN SMILES: [C:1]([OH:4])(=[S:3])[CH3:2].[C:5]([OH:10])(=[O:9])/[CH:6]=[CH:7]/[CH3:8].C(OOC(=O)C1C=CC=CC=1)(=O)C1C=CC=CC=1>O1CCOCC1>[C:1]([S:3][CH:7]([CH3:8])[CH2:6][C:5]([OH:10])=[O:9])(=[O:4])[CH3:2]. Reported procedure: 40 ml of thioacetic acid are added to 43 g of crotonic acid in 100 ml of dioxane. After adding 20 mg of benzoyl peroxide, the mixture is kept at the boiling point under reflux for 6 hours. The solvent and the excess thioacetic acid are removed by distillation and the product is purified by vacuum distillation. 75 g (92% of theory) of 3-acetylmercapto-butyric acid are obtained; boiling point 94° to 95° C/0.45 mm Hg. nD20 1.4908. Reactants: CCOC(=O)C(N)Cc1cc(Cl)ccc1OCC(=O)N1CC(C)N(Cc2ccc(F)cc2)CC1C, CO, [Li+], C1CCOC1, [OH-], O, O. Yields the product CC1CN(C(=O)COc2ccc(Cl)cc2CC(N)C(=O)O)C(C)CN1Cc1ccc(F)cc1. RXN SMILES: [CH2:1]([CH3:2])[O:3][C:4]([CH:5]([CH2:6][c:7]1[c:8]([O:14][CH2:15][C:16](=[O:17])[N:18]2[CH:19]([CH3:33])[CH2:20][N:21]([CH2:25][c:26]3[cH:27][cH:28][c:29]([F:32])[cH:30][cH:31]3)[CH:22]([CH3:24])[CH2:23]2)[cH:9][cH:10][c:11]([Cl:13])[cH:12]1)[NH2:34])=[O:35].[CH3:44][OH:45].[Li+:38].[O:39]1[CH2:40][CH2:41][CH2:42][CH2:43]1.[OH-:37].[OH2:36].[OH2:46]>>[O:3]=[C:4]([CH:5]([CH2:6][c:7]1[c:8]([O:14][CH2:15][C:16](=[O:17])[N:18]2[CH:19]([CH3:33])[CH2:20][N:21]([CH2:25][c:26]3[cH:27][cH:28][c:29]([F:32])[cH:30][cH:31]3)[CH:22]([CH3:24])[CH2:23]2)[cH:9][cH:10][c:11]([Cl:13])[cH:12]1)[NH2:34])[OH:35]. Reactants: C1(=CC=C(C=C1)S(=O)(=O)Cl)C (p-Toluenesulfonyl chloride), ClC1=CC=C(C=C1)C1(CC1)C(C(C(=O)O)(CC1=CC(=CC=C1)OC1=CC=CC=C1)F)O (1-(p-chlorophenyl)-α-fluoro-β-hydroxy-α-(m-phenoxybenzyl)cyclopropanepropionic acid), O (water). The solvent is N1=CC=CC=C1 (pyridine). Run at temperature 60 celsius. The product is ClC1=CC=C(C=C1)C1(CC1)C=C(CC1=CC(=CC=C1)OC1=CC=CC=C1)F (1-(p-Chlorophenyl)-1-[2-fluoro-3-(m-phenoxyphenyl)propenyl]cyclopropane). The yield is 100.0%. As a reaction SMILES: C1(C)C=CC(S(Cl)(=O)=O)=CC=1.[Cl:12][C:13]1[CH:18]=[CH:17][C:16]([C:19]2([CH:22](O)[C:23]([F:41])([CH2:27][C:28]3[CH:33]=[CH:32][CH:31]=[C:30]([O:34][C:35]4[CH:40]=[CH:39][CH:38]=[CH:37][CH:36]=4)[CH:29]=3)C(O)=O)[CH2:21][CH2:20]2)=[CH:15][CH:14]=1.O>N1C=CC=CC=1>[Cl:12][C:13]1[CH:18]=[CH:17][C:16]([C:19]2([CH:22]=[C:23]([F:41])[CH2:27][C:28]3[CH:33]=[CH:32][CH:31]=[C:30]([O:34][C:35]4[CH:36]=[CH:37][CH:38]=[CH:39][CH:40]=4)[CH:29]=3)[CH2:21][CH2:20]2)=[CH:15][CH:14]=1. Procedure details: p-Toluenesulfonyl chloride (19.07 mg, 0.10 mmol) is added to a solution of 1-(p-chlorophenyl)-α-fluoro-β-hydroxy-α-(m-phenoxybenzyl)cyclopropanepropionic acid having a 9:1 [R,S and S,R] to [R,R and S,S] ratio (20 mg, 0.05 mmol) in pyridine (2 mL). The reaction mixture is heated to 60° C. and poured into water. The aqueous mixture is extracted with diethyl ether. The organic extracts are combined, washed sequentially with 2 N hydrochloric acid, water, 10% sodium hydrogen carbonate solution and br... Product: N[C@H]1CN(CCC1)C1=CC=C(C=2NC3=CC(=CC=C3C12)C(=O)N1CCN(CC1)C)C(=O)N ((R)-4-(3-aminopiperidin-1-yl)-7-(4-methylpiperazine-1-carbonyl)-9H-carbazole-1-carboxamide). Procedure: A mixture of (R)-benzyl 1-(1-carbamoyl-7-(4-methylpiperazine-1-carbonyl)-9H-carbazol-4-yl)piperidin-3-ylcarbamate (Example 16-1, 80 mg, 0.141 mmol), 10% palladium on carbon (14.97 mg, 0.014 mmol) and ammonium formate (53.2 mg, 0.844 mmol) in methanol (8 mL) was flushed with nitrogen and heated at 75° C. for 1 h. The mixture was cooled to rt, diluted with methanol and filtered through a Celite pad. The filtrate was concentrated to provide (R)-4-(3-aminopiperidin-1-yl)-7-(4-methylpiperazine-1-carb... The reagents and catalysts are [Pd] (palladium on carbon). The solvent is CO (methanol). The reactants are C(N)(=O)C1=CC=C(C=2C3=CC=C(C=C3NC12)C(=O)N1CCN(CC1)C)N1C[C@@H](CCC1)NC(OCC1=CC=CC=C1)=O ((R)-benzyl 1-(1-carbamoyl-7-(4-methylpiperazine-1-carbonyl)-9H-carbazol-4-yl)piperidin-3-ylcarbamate), C(=O)[O-].[NH4+] (ammonium formate). The yield is 122.4%. Reaction SMILES: [C:1]([C:4]1[C:16]2[NH:15][C:14]3[C:9](=[CH:10][CH:11]=[C:12]([C:17]([N:19]4[CH2:24][CH2:23][N:22]([CH3:25])[CH2:21][CH2:20]4)=[O:18])[CH:13]=3)[C:8]=2[C:7]([N:26]2[CH2:31][CH2:30][CH2:29][C@@H:28]([NH:32]C(=O)OCC3C=CC=CC=3)[CH2:27]2)=[CH:6][CH:5]=1)(=[O:3])[NH2:2].C([O-])=O.[NH4+]>[Pd].CO>[NH2:32][C@@H:28]1[CH2:29][CH2:30][CH2:31][N:26]([C:7]2[C:8]3[C:9]4[C:14](=[CH:13][C:12]([C:17]([N:19]5[CH2:24][CH2:23][N:22]([CH3:25])[CH2:21][CH2:20]5)=[O:18])=[CH:11][CH:10]=4)[NH:15][C:16]=3[C:4]([C:1]([NH2:2])=[O:3])=[CH:5][CH:6]=2)[CH2:27]1 |f:1.2|. Conditions: temperature 75 celsius. Reactants: O=C1CC(C(NC(=O)OCc2ccccc2)C(=O)O)C(=O)N1, C(=NC1CCCCC1)=NC1CCCCC1, C1CCOC1, OCC(Cl)(Cl)Cl, c1ccncc1. The product is O=C1CC(C(NC(=O)OCc2ccccc2)C(=O)OCC(Cl)(Cl)Cl)C(=O)N1. RXN SMILES: [CH2:1]([c:2]1[cH:3][cH:4][cH:5][cH:6][cH:7]1)[O:8][C:9](=[O:10])[NH:11][CH:12]([C:13](=[O:14])[OH:15])[CH:16]1[C:17](=[O:22])[NH:18][C:19](=[O:21])[CH2:20]1.[CH:35]1([N:36]=[C:37]=[N:38][CH:39]2[CH2:40][CH2:41][CH2:42][CH2:43][CH2:44]2)[CH2:45][CH2:46][CH2:47][CH2:48][CH2:49]1.[O:50]1[CH2:51][CH2:52][CH2:53][CH2:54]1.[OH:23][CH2:24][C:25]([Cl:26])([Cl:27])[Cl:28].[cH:29]1[cH:30][cH:31][n:32][cH:33][cH:34]1>>[CH2:1]([c:2]1[cH:3][cH:4][cH:5][cH:6][cH:7]1)[O:8][C:9](=[O:10])[NH:11][CH:12]([C:13]([O:14][CH2:24][C:25]([Cl:26])([Cl:27])[Cl:28])=[O:15])[CH:16]1[C:17](=[O:22])[NH:18][C:19](=[O:21])[CH2:20]1. The reactants are ClC(C(Br)(F)F)(Br)F (1-chloro-1,2-dibromotrifluoroethane), ClC(C(Cl)(F)F)(Cl)F (1,1,2-trichlorotrifluoroethane), C(=C)(Cl)Cl (vinylidene chloride), S(=O)(=O)([O-])OOS(=O)(=O)[O-].[NH4+].[NH4+].C(=O)[O-].[Na+] (ammonium persulfate sodium formate). Solvent: CN(C)C=O (DMF). Yields the product BrC(C(CC(=O)O)(F)Cl)(F)F (4-bromo-3-chloro-3,4,4-trifluorobutanoic acid), ClC(CC(=O)O)(C(F)(F)Cl)F (3,4-dichloro-3,4,4-trifluorobutanoic acid). Reaction SMILES: [Cl:1][C:2]([F:8])(Br)[C:3]([F:6])([F:5])[Br:4].[Cl:9][C:10]([F:16])(Cl)[C:11]([F:14])([F:13])[Cl:12].[C:17](Cl)(Cl)=C.S(OOS([O-])(=O)=O)([O-])(=O)=O.[NH4+].[NH4+].[CH:33]([O-:35])=[O:34].[Na+]>CN(C=O)C>[Br:4][C:3]([F:6])([F:5])[C:2]([Cl:1])([F:8])[CH2:10][C:33]([OH:35])=[O:34].[Cl:9][C:10]([F:16])([C:11]([Cl:12])([F:14])[F:13])[CH2:17][C:33]([OH:35])=[O:34] |f:3.4.5.6.7|. Procedure details: A one pot reaction of 1-chloro-1,2-dibromotrifluoroethane (VI) or 1,1,2-trichlorotrifluoroethane (X) with vinylidene chloride in the presence of ammonium persulfate/sodium formate/air in DMF to give 4-bromo-3-chloro-3,4,4-trifluorobutanoic acid (VIII) or 3,4-dichloro-3,4,4-trifluorobutanoic acid (XI). Starting materials: [BH4-], Cc1cc(C)cc(-c2[nH]c3ccc(S(C)(=O)=O)cc3c2C(C)CN)c1, [Mg+2], [Na+], O=S(=O)([O-])[O-], O=CCCCc1ccncc1. Yields the product Cc1cc(C)cc(-c2[nH]c3ccc(S(C)(=O)=O)cc3c2C(C)CNCCCCc2ccncc2)c1. RXN SMILES: [BH4-:43].[CH3:12][c:13]1[cH:14][c:15](-[c:20]2[nH:21][c:22]3[cH:23][cH:24][c:25]([S:33](=[O:34])(=[O:35])[CH3:36])[cH:26][c:27]3[c:28]2[CH:29]([CH2:30][NH2:31])[CH3:32])[cH:16][c:17]([CH3:19])[cH:18]1.[Mg+2:37].[Na+:44].[O-:38][S:39](=[O:40])(=[O:41])[O-:42].[n:1]1[cH:2][cH:3][c:4]([CH2:7][CH2:8][CH2:9][CH:10]=[O:11])[cH:5][cH:6]1>>[n:1]1[cH:2][cH:3][c:4]([CH2:7][CH2:8][CH2:9][CH2:10][NH:31][CH2:30][CH:29]([c:28]2[c:20](-[c:15]3[cH:14][c:13]([CH3:12])[cH:18][c:17]([CH3:19])[cH:16]3)[nH:21][c:22]3[cH:23][cH:24][c:25]([S:33](=[O:34])(=[O:35])[CH3:36])[cH:26][c:27]32)[CH3:32])[cH:5][cH:6]1.